Dataset: the Open Reaction Database (ORD), a public repository of structured organic reaction records. Task: describe an organic reaction: reactants, conditions, products, and yield The reactants are C1(=CC=CC=C1)C=1NC=2C3=C(CCC2C(N1)C1=CC(=CC=C1)C1N=C(NC=2C4=C(CCC12)C(=CC(=N4)C4=CC=CC=C4)C4=CC=CC=C4)C4=CC=CC=C4)C(=CC(=N3)C3=CC=CC=C3)C3=CC=CC=C3 (1,3-bis(2,7,9-triphenyl-1,4,5,6-tetrahydropyrido[3,2-h]quinazolin-4-yl)benzene). The reagents and catalysts are [Pd] (Pd/C). The solvent is C(COCCO)O (diethyleneglycol). The product is C1(=CC=CC=C1)C1=NC2=C3C(=CC=C2C(=N1)C1=CC(=CC=C1)C1=NC(=NC2=C4C(=CC=C12)C(=CC(=N4)C4=CC=CC=C4)C4=CC=CC=C4)C4=CC=CC=C4)C(=CC(=N3)C3=CC=CC=C3)C3=CC=CC=C3 (1,3-bis(2,7,9-triphenylpyrido[3,2-h]quinazolin-4-yl)benzene). As a reaction SMILES: [C:1]1([C:7]2[NH:8][C:9]3[C:10]4[N:58]=[C:57]([C:59]5[CH:64]=[CH:63][CH:62]=[CH:61][CH:60]=5)[CH:56]=[C:55]([C:65]5[CH:70]=[CH:69][CH:68]=[CH:67][CH:66]=5)[C:11]=4[CH2:12][CH2:13][C:14]=3[CH:15]([C:17]3[CH:22]=[CH:21][CH:20]=[C:19]([CH:23]4[C:32]5[CH2:31][CH2:30][C:29]6[C:33]([C:43]7[CH:48]=[CH:47][CH:46]=[CH:45][CH:44]=7)=[CH:34][C:35]([C:37]7[CH:42]=[CH:41][CH:40]=[CH:39][CH:38]=7)=[N:36][C:28]=6[C:27]=5[NH:26][C:25]([C:49]5[CH:54]=[CH:53][CH:52]=[CH:51][CH:50]=5)=[N:24]4)[CH:18]=3)[N:16]=2)[CH:6]=[CH:5][CH:4]=[CH:3][CH:2]=1>[Pd].C(O)COCCO>[C:49]1([C:25]2[N:24]=[C:23]([C:19]3[CH:20]=[CH:21][CH:22]=[C:17]([C:15]4[C:14]5[C:9](=[C:10]6[N:58]=[C:57]([C:59]7[CH:64]=[CH:63][CH:62]=[CH:61][CH:60]=7)[CH:56]=[C:55]([C:65]7[CH:70]=[CH:69][CH:68]=[CH:67][CH:66]=7)[C:11]6=[CH:12][CH:13]=5)[N:8]=[C:7]([C:1]5[CH:6]=[CH:5][CH:4]=[CH:3][CH:2]=5)[N:16]=4)[CH:18]=3)[C:32]3[C:27](=[C:28]4[N:36]=[C:35]([C:37]5[CH:38]=[CH:39][CH:40]=[CH:41][CH:42]=5)[CH:34]=[C:33]([C:43]5[CH:44]=[CH:45][CH:46]=[CH:47][CH:48]=5)[C:29]4=[CH:30][CH:31]=3)[N:26]=2)[CH:54]=[CH:53][CH:52]=[CH:51][CH:50]=1. Procedure: A suspension of 1,3-bis(2,7,9-triphenyl-1,4,5,6-tetrahydropyrido[3,2-h]quinazolin-4-yl)benzene (5) (4.4 mmol) in 220 diethyleneglycol was heated until total dissolution. 1.2 g Pd/C was then slowly added, and the reaction was refluxed for 6 hours with argon bubbling directly in the solution. The reaction was then stopped, and the suspension cooled to room temperature. Starting materials: O=C([O-])O, CS(=O)(=O)Cl, CO, ClC(Cl)Cl, Cl, Nc1ccc2ncnc(N)c2c1, [Na+], c1ccncc1. The product is CS(=O)(=O)Nc1ccc2ncnc(N)c2c1. As a reaction SMILES: [C:14](=[O:15])([O-:16])[OH:17].[CH3:25][S:26]([Cl:27])(=[O:28])=[O:29].[CH3:30][OH:31].[CH:32]([Cl:33])([Cl:34])[Cl:35].[ClH:1].[NH2:2][c:3]1[n:4][cH:5][n:6][c:7]2[cH:8][cH:9][c:10]([NH2:13])[cH:11][c:12]12.[Na+:18].[cH:19]1[cH:20][cH:21][n:22][cH:23][cH:24]1>>[NH2:2][c:3]1[n:4][cH:5][n:6][c:7]2[cH:8][cH:9][c:10]([NH:13][S:26]([CH3:25])(=[O:28])=[O:29])[cH:11][c:12]12. Starting materials: CN1CCC(=O)CC1, C[O-], CO, [Na+], c1ccc(Oc2ccc3[nH]ccc3c2)nc1. The product is CN1CC=C(c2c[nH]c3ccc(Oc4ccccn4)cc23)CC1. As a reaction SMILES: [CH3:17][N:18]1[CH2:19][CH2:20][C:21](=[O:24])[CH2:22][CH2:23]1.[CH3:25][O-:26].[CH3:28][OH:29].[Na+:27].[n:1]1[c:2]([O:7][c:8]2[cH:9][c:10]3[cH:11][cH:12][nH:13][c:14]3[cH:15][cH:16]2)[cH:3][cH:4][cH:5][cH:6]1>>[n:1]1[c:2]([O:7][c:8]2[cH:9][c:10]3[c:11]([C:21]4=[CH:20][CH2:19][N:18]([CH3:17])[CH2:23][CH2:22]4)[cH:12][nH:13][c:14]3[cH:15][cH:16]2)[cH:3][cH:4][cH:5][cH:6]1. Starting materials: BrC=CC (1-bromopropene), [NH4+].[Cl-] (NH4Cl), CC1=C(C(CCC1)(C)C)C=O (β-cyclocitral), [Mg] (magnesium), BrC=CC (1-bromopropene). Solvent: O1CCCC1 (tetrahydrofuran), O1CCCC1 (tetrahydrofuran), O1CCCC1 (tetrahydrofuran). Conditions: time 2 hour. Yields the product CC1=C(C(CCC1)(C)C)C(C=CC)O (2,6,6-Trimethyl-1-[1-hydroxy-2-butenyl]-1-cyclohexene). Reaction SMILES: Br[CH:2]=[CH:3][CH3:4].[Mg].[CH3:6][C:7]1[CH2:12][CH2:11][CH2:10][C:9]([CH3:14])([CH3:13])[C:8]=1[CH:15]=[O:16].[NH4+].[Cl-]>O1CCCC1>[CH3:6][C:7]1[CH2:12][CH2:11][CH2:10][C:9]([CH3:13])([CH3:14])[C:8]=1[CH:15]([OH:16])[CH:2]=[CH:3][CH3:4] |f:3.4|. Procedure details: In an atmosphere of nitrogen, a solution of 280 g. of 1-bromopropene in 430 ml. of tetrahydrofuran was added dropwise at 63°-65° into a suspension of 53.3 g. of magnesium turnings in 660 ml. of tetrahydrofuran. During the addition the reflux condenser fitting the reaction vessel was cooled to -40° to -50° in order to prevent escaping of the vapours of unreacted 1-bromopropene. The mixture was stirred for an additional 21/2 hours at 60°-62° after which it was cooled to 0°. A solution of 278 g. of... Starting materials: ClC1=C(C=CC(=C1)Cl)C=1OC2=C(N1)C=C(C=C2)O (2-(2,4-dichlorophenyl)benzoxazol-5-ol), ClC1=C(C=CC(=C1)Cl)C=1OC2=C(N1)C=C(C=C2)O (2-(2,4-dichlorophenyl)benzoxazol-5-ol), C(Cl)[C@@H]1CO1 ((S)-(+)-epichlorohydrin), ( b ), C([O-])([O-])=O.[K+].[K+] (potassium carbonate). The solvent is CC(=O)C (acetone). Run at time 8 hour. Product: ClC1=C(C=CC(=C1)Cl)C=1OC2=C(N1)C=C(C=C2)OCC2OC2 (2-(2,4-dichlorophenyl)-5-(oxiran-2-ylmethoxy)benzoxazole). Reaction SMILES: [Cl:1][C:2]1[CH:7]=[C:6]([Cl:8])[CH:5]=[CH:4][C:3]=1[C:9]1[O:10][C:11]2[CH:17]=[CH:16][C:15]([OH:18])=[CH:14][C:12]=2[N:13]=1.[CH2:19]([C@H:21]1[O:23][CH2:22]1)Cl.C(=O)([O-])[O-].[K+].[K+]>CC(C)=O>[Cl:1][C:2]1[CH:7]=[C:6]([Cl:8])[CH:5]=[CH:4][C:3]=1[C:9]1[O:10][C:11]2[CH:17]=[CH:16][C:15]([O:18][CH2:19][CH:21]3[CH2:22][O:23]3)=[CH:14][C:12]=2[N:13]=1 |f:2.3.4|. Reported procedure: A mixture of 2-(2,4-dichlorophenyl)benzoxazol-5-ol, a compound of formula (g) (6.0 g, 36 mmol), (S)-(+)-epichlorohydrin (3.3 g, 315 mmol), a compound of formula (b) (20 ml, 182 mmol), and potassium carbonate (20 g, 144 mmol) in acetone (100 ml) was heated to reflux and stirred overnight. The solution was allowed to cool and filtered through Celite 512. The filtrate was evaporated under reduced pressure, to yield an oil. The oil was chromatographed on silica gel, eluting with 20% ethyl acetate/he... Reactants: BrC1=CC=C(C=C1)[C@H](C)NC(=O)C=1C=C2C(=C(N(C2=CC1)CC1=CC=C(C=C1)C=1C(=CC=CC1)C(=O)OC(C)(C)C)C)C ((S)-tert-butyl 4′-((5-(1-(4-bromophenyl)ethylcarbamoyl)-2,3-dimethyl-1H-indol-1-yl)methyl)biphenyl-2-carboxylate). The solvent is C(=O)(C(F)(F)F)O.C(Cl)Cl (TFA DCM). Reaction conditions: time 2 hour. Product: BrC1=CC=C(C=C1)[C@H](C)NC(=O)C=1C=C2C(=C(N(C2=CC1)CC1=CC=C(C=C1)C=1C(=CC=CC1)C(=O)O)C)C ((S)-4′-((5-(1-(4-Bromophenyl)ethylcarbamoyl)-2,3-dimethyl-1H-indol-1-yl)methyl)biphenyl-2-carboxylic acid). As a reaction SMILES: [Br:1][C:2]1[CH:7]=[CH:6][C:5]([C@@H:8]([NH:10][C:11]([C:13]2[CH:14]=[C:15]3[C:19](=[CH:20][CH:21]=2)[N:18]([CH2:22][C:23]2[CH:28]=[CH:27][C:26]([C:29]4[C:30]([C:35]([O:37]C(C)(C)C)=[O:36])=[CH:31][CH:32]=[CH:33][CH:34]=4)=[CH:25][CH:24]=2)[C:17]([CH3:42])=[C:16]3[CH3:43])=[O:12])[CH3:9])=[CH:4][CH:3]=1>C(O)(C(F)(F)F)=O.C(Cl)Cl>[Br:1][C:2]1[CH:7]=[CH:6][C:5]([C@@H:8]([NH:10][C:11]([C:13]2[CH:14]=[C:15]3[C:19](=[CH:20][CH:21]=2)[N:18]([CH2:22][C:23]2[CH:28]=[CH:27][C:26]([C:29]4[C:30]([C:35]([OH:37])=[O:36])=[CH:31][CH:32]=[CH:33][CH:34]=4)=[CH:25][CH:24]=2)[C:17]([CH3:42])=[C:16]3[CH3:43])=[O:12])[CH3:9])=[CH:4][CH:3]=1 |f:1.2|. Reported procedure: A mixture of (S)-tert-butyl 4′-((5-(1-(4-bromophenyl)ethylcarbamoyl)-2,3-dimethyl-1H-indol-1-yl)methyl)biphenyl-2-carboxylate (20 mg, 0.03 mmol) in TFA/DCM (1 mL, 30%) was stirred at rt for 2 h. The completion of the reaction was monitored by anal. HPLC. The solvent was removed to obtain the crude which was purified by reverse phase prep-HPLC (MeOH/Acetonitrile/water) to obtain the title compound. ESI-MS (m/z): 581/583 [M+H]+. Reactants: CC(=O)[O-], CC(=O)CC(C)=O, COc1ccc(N)cc1, CC(=O)O, CCO, Cl, O=N[O-], [Na+], [Na+], O. Product: COc1ccc(NN=C(C(C)=O)C(C)=O)cc1. As a reaction SMILES: [CH3:15][C:16](=[O:17])[O-:18].[CH3:19][C:20](=[O:21])[CH2:22][C:23]([CH3:24])=[O:25].[CH3:1][O:2][c:3]1[cH:4][cH:5][c:6]([NH2:7])[cH:8][cH:9]1.[CH3:26][C:27](=[O:28])[OH:29].[CH3:32][CH2:33][OH:34].[ClH:30].[N:10]([O-:11])=[O:12].[Na+:13].[Na+:14].[OH2:31]>>[CH3:1][O:2][c:3]1[cH:4][cH:5][c:6]([NH:7][N:10]=[C:22]([C:20]([CH3:19])=[O:21])[C:23]([CH3:24])=[O:25])[cH:8][cH:9]1.